This data is from the Open Reaction Database (ORD), a public repository of structured organic reaction records. The task is: describe an organic reaction: reactants, conditions, products, and yield Reactants: CC(C)C(NC(=O)OCc1cccc2c1Cc1ccccc1-2)C(=O)N(CC(=O)OC(C)(C)C)C1Cc2ccccc2C1, CCNCC, ClCCCl, CC#N, CCOC(C)=O, ClCCl, CN(C)C=O, O=C(O)c1ccccc1. Product: CC(C)C(NC(=O)c1ccccc1)C(=O)N(CC(=O)OC(C)(C)C)C1Cc2ccccc2C1. As a reaction SMILES: [C:1]([CH3:2])([CH3:3])([CH3:4])[O:5][C:6]([CH2:7][N:8]([CH:9]1[CH2:10][c:11]2[cH:12][cH:13][cH:14][cH:15][c:16]2[CH2:17]1)[C:18]([CH:19]([CH:20]([CH3:21])[CH3:22])[NH:23][C:24](=[O:25])[O:26][CH2:27][c:28]1[c:29]2[c:37]([cH:38][cH:39][cH:40]1)-[c:32]1[c:31]([cH:36][cH:35][cH:34][cH:33]1)[CH2:30]2)=[O:41])=[O:42].[CH2:43]([NH:44][CH2:45][CH3:46])[CH3:47].[CH2:57]([Cl:58])[CH2:59][Cl:60].[CH3:61][C:62]#[N:63].[CH3:67][CH2:68][O:69][C:70]([CH3:71])=[O:72].[Cl:64][CH2:65][Cl:66].[O:73]=[CH:74][N:75]([CH3:76])[CH3:77].[OH:48][C:49](=[O:50])[c:51]1[cH:52][cH:53][cH:54][cH:55][cH:56]1>>[C:1]([CH3:2])([CH3:3])([CH3:4])[O:5][C:6]([CH2:7][N:8]([CH:9]1[CH2:10][c:11]2[cH:12][cH:13][cH:14][cH:15][c:16]2[CH2:17]1)[C:18]([CH:19]([CH:20]([CH3:21])[CH3:22])[NH:23][C:24](=[O:25])[c:51]1[cH:52][cH:53][cH:54][cH:55][cH:56]1)=[O:41])=[O:42]. The reactants are CCC(C)=O, CC1CNCCN1, CCOC(C)=O, CO, Clc1nnc(Cl)c2ccccc12. Yields the product CC1CN(c2nnc(Cl)c3ccccc23)CCN1. RXN SMILES: [CH2:28]([C:29]([CH3:30])=[O:31])[CH3:32].[CH3:13][CH:14]1[NH:15][CH2:16][CH2:17][NH:18][CH2:19]1.[CH3:20][CH2:21][O:22][C:23](=[O:24])[CH3:25].[CH3:26][OH:27].[Cl:1][c:2]1[n:3][n:4][c:5]([Cl:12])[c:6]2[cH:7][cH:8][cH:9][cH:10][c:11]12>>[c:2]1([N:18]2[CH2:17][CH2:16][NH:15][CH:14]([CH3:13])[CH2:19]2)[n:3][n:4][c:5]([Cl:12])[c:6]2[cH:7][cH:8][cH:9][cH:10][c:11]12. Reactants: [Br-], [Cd+2], [Cl-], [Cl-], [Cl-], [Mg+]c1ccc(Cl)cc1, [NH4+], O=C(Cl)CCc1ccccc1, c1ccccc1. The product is O=C(CCc1ccccc1)c1ccc(Cl)cc1. RXN SMILES: [Br-:12].[Cd+2:30].[Cl-:21].[Cl-:29].[Cl-:31].[Cl:13][c:14]1[cH:15][cH:16][c:17]([Mg+:20])[cH:18][cH:19]1.[NH4+:22].[c:1]1([CH2:7][CH2:8][C:9](=[O:10])[Cl:11])[cH:2][cH:3][cH:4][cH:5][cH:6]1.[cH:23]1[cH:24][cH:25][cH:26][cH:27][cH:28]1>>[c:1]1([CH2:7][CH2:8][C:9](=[O:10])[c:17]2[cH:16][cH:15][c:14]([Cl:13])[cH:19][cH:18]2)[cH:2][cH:3][cH:4][cH:5][cH:6]1. Reactants: BrCC1CC1, CC(C)(C)OC(=O)N1CCC(C#N)CC1, C1CCOC1, C[Si](C)(C)[N-][Si](C)(C)C, [Cl-], [K+], [NH4+]. The product is CC(C)(C)OC(=O)N1CCC(C#N)(CC2CC2)CC1. As a reaction SMILES: [Br:26][CH2:27][CH:28]1[CH2:29][CH2:30]1.[C:1](#[N:2])[CH:3]1[CH2:4][CH2:5][N:6]([C:9](=[O:10])[O:11][C:12]([CH3:13])([CH3:14])[CH3:15])[CH2:7][CH2:8]1.[CH2:33]1[O:34][CH2:35][CH2:36][CH2:37]1.[CH3:17][Si:18]([N-:19][Si:20]([CH3:21])([CH3:22])[CH3:23])([CH3:24])[CH3:25].[Cl-:31].[K+:16].[NH4+:32]>>[C:1](#[N:2])[C:3]1([CH2:27][CH:28]2[CH2:29][CH2:30]2)[CH2:4][CH2:5][N:6]([C:9](=[O:10])[O:11][C:12]([CH3:13])([CH3:14])[CH3:15])[CH2:7][CH2:8]1. Reported procedure: A suspension of methyl-piperidin-4-yl-carbamic acid tert-butyl ester (3.57 g, 16.7 mmol), NaHCO3 (6.7 g, 79 mmol), NaI (1.5 g, 10 mmol) and 1-(2-chloro-ethyl)-3-(2,6-dimethyl-pyridin-4-yl)-urea (Example D1, 2.14 g 9.4 mmol) in THF (30 mL) is stirred at 50° C. for 14 days. The mixture is quenched with Na2CO3 (50 mL) and extracted with CH2Cl2 (5×50 mL). The organic extracts are washed with sat. aq. Na2CO3 (30 mL), dried (Na2SO4), filtered and evaporated. The residue is purified by FC to provide th... The solvent is C1CCOC1 (THF). Product: C(C)(C)(C)OC(N(C)C1CCN(CC1)CCNC(=O)NC1=CC(=NC(=C1)C)C)=O ((1-{2-[3-(2,6-Dimethyl-pyridin-4-yl)-ureido]-ethyl}-piperidin-4-yl)-methyl-carbamic acid tert-butyl ester). Starting materials: C(C)(C)(C)OC(N(C1CCNCC1)C)=O (methyl-piperidin-4-yl-carbamic acid tert-butyl ester), C(=O)(O)[O-].[Na+] (NaHCO3), [Na+].[I-] (NaI), ClCCNC(=O)NC1=CC(=NC(=C1)C)C (1-(2-chloro-ethyl)-3-(2,6-dimethyl-pyridin-4-yl)-urea). Run at temperature 50 celsius, time 14 day. RXN SMILES: [C:1]([O:5][C:6](=[O:15])[N:7]([CH3:14])[CH:8]1[CH2:13][CH2:12][NH:11][CH2:10][CH2:9]1)([CH3:4])([CH3:3])[CH3:2].C([O-])(O)=O.[Na+].[Na+].[I-].Cl[CH2:24][CH2:25][NH:26][C:27]([NH:29][C:30]1[CH:35]=[C:34]([CH3:36])[N:33]=[C:32]([CH3:37])[CH:31]=1)=[O:28]>C1COCC1>[C:1]([O:5][C:6](=[O:15])[N:7]([CH:8]1[CH2:13][CH2:12][N:11]([CH2:24][CH2:25][NH:26][C:27]([NH:29][C:30]2[CH:35]=[C:34]([CH3:36])[N:33]=[C:32]([CH3:37])[CH:31]=2)=[O:28])[CH2:10][CH2:9]1)[CH3:14])([CH3:4])([CH3:3])[CH3:2] |f:1.2,3.4|. Reactants: N1CC(C1)OC1=NC=C(C=C1)C(F)(F)F (2-(Azetidin-3-yloxy)-5-trifluoromethyl-pyridine), BrC1=CC=C(C=C1)[C@H](C)NC(C)=O ((S)—N-[1-(4-bromo-phenyl)-ethyl]-acetamide). Reaction conditions: temperature 50 celsius, time 12 hour. Product: FC(C=1C=CC(=NC1)OC1CN(C1)C1=CC=C(C=C1)[C@H](C)NC(C)=O)(F)F ((S)—N-(1-{4-[3-(5-Trifluoromethyl-pyridin-2-yloxy)-azetidin-1-yl]-phenyl}-ethyl)-acetamide). As a reaction SMILES: [NH:1]1[CH2:4][CH:3]([O:5][C:6]2[CH:11]=[CH:10][C:9]([C:12]([F:15])([F:14])[F:13])=[CH:8][N:7]=2)[CH2:2]1.Br[C:17]1[CH:22]=[CH:21][C:20]([C@@H:23]([NH:25][C:26](=[O:28])[CH3:27])[CH3:24])=[CH:19][CH:18]=1>>[F:13][C:12]([F:15])([F:14])[C:9]1[CH:10]=[CH:11][C:6]([O:5][CH:3]2[CH2:4][N:1]([C:17]3[CH:22]=[CH:21][C:20]([C@@H:23]([NH:25][C:26](=[O:28])[CH3:27])[CH3:24])=[CH:19][CH:18]=3)[CH2:2]2)=[N:7][CH:8]=1. Reported procedure: Example 8.8 is prepared analogously to 8.1. 2-(Azetidin-3-yloxy)-5-trifluoromethyl-pyridine and (S)—N-[1-(4-bromo-phenyl)-ethyl]-acetamide (I.1) are used as starting materials. Reaction conditions are stirring for 12 h at 50° C. The reactants are C(C)(C)(C)OC(=O)N1CC(C(CC1)(F)F)CN=[N+]=[N-] (3-azidomethyl-4,4-difluoro-piperidine-1-carboxylic acid tert-butyl ester). Reagents/catalysts: [Pd] (palladium on carbon). Run in CCOC(=O)C (EtOAc). Reaction conditions: time 2 hour. Yields the product C(C)(C)(C)OC(=O)N1CC(C(CC1)(F)F)CN (3-aminomethyl-4,4-difluoro-piperidine-1-carboxylic acid tert-butyl ester). As a reaction SMILES: [C:1]([O:5][C:6]([N:8]1[CH2:13][CH2:12][C:11]([F:15])([F:14])[CH:10]([CH2:16][N:17]=[N+]=[N-])[CH2:9]1)=[O:7])([CH3:4])([CH3:3])[CH3:2]>[Pd].CCOC(C)=O>[C:1]([O:5][C:6]([N:8]1[CH2:13][CH2:12][C:11]([F:14])([F:15])[CH:10]([CH2:16][NH2:17])[CH2:9]1)=[O:7])([CH3:4])([CH3:3])[CH3:2]. Procedure: A mixture of 3-azidomethyl-4,4-difluoro-piperidine-1-carboxylic acid tert-butyl ester (1.1 mmol, 300 mg) and 10% palladium on carbon (60 mg) in EtOAc (8 mL) was stirred under an atmosphere of H2 for 2 hrs, filtered through celite, and concentrated to provide 3-aminomethyl-4,4-difluoro-piperidine-1-carboxylic acid tert-butyl ester.